This data is from the Open Reaction Database (ORD), a public repository of structured organic reaction records. The task is: describe an organic reaction: reactants, conditions, products, and yield Starting materials: CC1=C(N)C=CC=C1C (2,3-dimethylaniline), C1(=CC=CC=C1)S(=O)(=O)N1C=C(C=2C1=NC=CC2)C2=NC(=NC=C2)Cl (1-benzenesulfonyl-3-(2-chloro-pyrimidin-4-yl)-1H-pyrrolo[2,3-b]pyridine). The product is CC1=C(C=CC=C1C)NC1=NC=CC(=N1)C1=CNC2=NC=CC=C21 ((2,3-Dimethylphenyl)-[4-(1H-pyrrolo[2,3-b]pyridin-3-yl)-pyrimidin-2-yl]-amine). Yield: 58.8%. As a reaction SMILES: [CH3:1][C:2]1[C:8]([CH3:9])=[CH:7][CH:6]=[CH:5][C:3]=1[NH2:4].C1(S([N:19]2[C:23]3=[N:24][CH:25]=[CH:26][CH:27]=[C:22]3[C:21]([C:28]3[CH:33]=[CH:32][N:31]=[C:30](Cl)[N:29]=3)=[CH:20]2)(=O)=O)C=CC=CC=1>>[CH3:1][C:2]1[C:8]([CH3:9])=[CH:7][CH:6]=[CH:5][C:3]=1[NH:4][C:30]1[N:29]=[C:28]([C:21]2[C:22]3[C:23](=[N:24][CH:25]=[CH:26][CH:27]=3)[NH:19][CH:20]=2)[CH:33]=[CH:32][N:31]=1. Procedure details: Using the procedure of example 1, 2,3-dimethylaniline (98 mg) was reacted with compound 1f (100 mg) to provide compound 34 (50 mg, 59%). 1H NMR (400 MHz, CD3OD) δ 8.42 (d, J=8.0 Hz, 1H), 8.21 (d, J=4.8 Hz, 1H), 8.19 (s, 1H), 8.17 (d, J=5.2 Hz, 1H), 7.27 (d, J=7.2 Hz, 1H), 7.18-7.13 (m, 3H), 7.02 (dd, J=8.0 Hz, 4.8 Hz, 1H), 2.37 (s, 3H), 2.20 (s, 3H). MS (ESI) m/z: 316 (M+H)+. Starting materials: S(=O)(=O)(C1=CC=C(C)C=C1)N1C=CC2=CC=C(C=C12)C#N (1-tosyl-1H-indole-6-carbonitrile), N (ammonia). The reagents and catalysts are [Ni] (Ni). Run in CO (MeOH). Reaction conditions: time 18 hour. The product is S(=O)(=O)(C1=CC=C(C)C=C1)N1C=CC2=CC=C(C=C12)CN ((1-tosyl-1H-indol-6-yl)methanamine). Yield: 78.3%. RXN SMILES: [S:1]([N:11]1[C:19]2[C:14](=[CH:15][CH:16]=[C:17]([C:20]#[N:21])[CH:18]=2)[CH:13]=[CH:12]1)([C:4]1[CH:10]=[CH:9][C:7]([CH3:8])=[CH:6][CH:5]=1)(=[O:3])=[O:2].N>CO.[Ni]>[S:1]([N:11]1[C:19]2[C:14](=[CH:15][CH:16]=[C:17]([CH2:20][NH2:21])[CH:18]=2)[CH:13]=[CH:12]1)([C:4]1[CH:5]=[CH:6][C:7]([CH3:8])=[CH:9][CH:10]=1)(=[O:2])=[O:3]. Reported procedure: To a solution of 34 (100 mg, 0.34 mmol) and 7 M ammonia solution in MeOH (5 mL) was added Raney Ni (10 mg) and the mixture was stirred vigorously under H2 (1 atm.) atmosphere at RT for 18 h. The catalyst was filtered was and the filtrate concentrated in vacuo to afford 80 mg (78%) of (1-tosyl-1H-indol-6-yl)methanamine (36) as syrup: MS (ESI) m/z=301.2 [M+1]+. RXN SMILES: N#N.[CH2:3]([O:5][C:6]([C:8]1[N:9]=[C:10]([CH2:13]OS(C)(=O)=O)[O:11][CH:12]=1)=[O:7])[CH3:4].Cl.[NH:20]1[C:24]([C:25](=[O:27])[CH3:26])=[CH:23][CH:22]=[N:21]1.C([O-])([O-])=O.[K+].[K+]>CCCC[N+](CCCC)(CCCC)CCCC.[Br-].CC(C)=O>[CH2:3]([O:5][C:6]([C:8]1[N:9]=[C:10]([CH2:13][N:21]2[CH:22]=[CH:23][C:24]([C:25](=[O:27])[CH3:26])=[N:20]2)[O:11][CH:12]=1)=[O:7])[CH3:4] |f:2.3,4.5.6,7.8|. Reagents/catalysts: CCCC[N+](CCCC)(CCCC)CCCC.[Br-] (TBAB). Product: C(C)OC(=O)C=1N=C(OC1)CN1N=C(C=C1)C(C)=O (2-(3-Acetyl-pyrazol-1-ylmethyl)-oxazole-4-carboxylic acid ethyl ester). The solvent is CC(=O)C (acetone), CC(=O)C (acetone). The reactants are N#N (N2), C(C)OC(=O)C=1N=C(OC1)COS(=O)(=O)C (2-methanesulfonyloxymethyl-oxazole-4-carboxylic acid ethyl ester), Cl.N1N=CC=C1C(C)=O (1-(1H-pyrazol-5-yl)ethan-1-one hydrochloride), C(=O)([O-])[O-].[K+].[K+] (K2CO3). Reported procedure: In a flame dried round-bottomed flask equipped with a magnetic stir bar and under inert atmosphere (N2), a solution of 2-methanesulfonyloxymethyl-oxazole-4-carboxylic acid ethyl ester (160 mg, 0.64 mmol) and TBAB (41 mg, 0.13 mmol) in dry acetone (9.0 mL) was treated at rt with a solution of 1-(1H-pyrazol-5-yl)ethan-1-one hydrochloride (99 mg, 0.64 mmol) and K2CO3 (448 mg, 3.21 mmol) in acetone (4.0 mL). After stirring at rt for 2 days, the solvent was removed under reduced pressure. The residue... Run at time 2 day. Reactants: 21, NC1=C(C=CC(=C1)C(F)(F)F)NCCCO (3-{[2-amino-4-(trifluoromethyl)phenyl]amino}-1-propanol), 18, [O-]C#N.[K+] (potassium cyanate), Cl (hydrochloric acid). The solvent is O (water), O (water). Conditions: time 10 minute. Product: N=1C(N=C2C1C=CC=C2)=O (2H-benzimidazol-2-one). Reaction SMILES: [NH2:1][C:2]1[CH:7]=[C:6](C(F)(F)F)[CH:5]=[CH:4][C:3]=1[NH:12][CH2:13]CCO.Cl.[O-:18]C#N.[K+]>O>[N:12]1[C:13](=[O:18])[N:1]=[C:2]2[CH:7]=[CH:6][CH:5]=[CH:4][C:3]=12 |f:2.3|. Procedure details: To a stirred mixture of 21 parts of 3-{[2-amino-4-(trifluoromethyl)phenyl]amino}-1-propanol and 100 parts of water are added 14.4 parts of hydrochloric acid solution. The whole is stirred for 10 minutes at room temperature. After cooling to 0°-10° C., there is added dropwise a solution of 18 parts of potassium cyanate in 50 parts of water. Upon completion, stirring is continued for 2 hours. The precipitated product is filtered off and dried. Then it is melted and the melt is stirred for 10 minut... Reactants: IC1=C2C=CC(=NC2=CC=C1)Cl (5-iodo-2-chloroquinoline), CC1=CC=C(O1)CN (5-methyl-2-furanmethanamine), NC1=C2C=CNC2=CC=C1 (4-aminoindole). Product: N1C=CC2=C(C=CC=C12)NC=1C=2C=CC(=NC2C=CC1)NCC=1OC(=CC1)C (N5-(1H-Indol-4-yl)-N2-(5-methyl-furan-2-ylmethyl)-quinoline-2,5-diamine). RXN SMILES: I[C:2]1[CH:11]=[CH:10][CH:9]=[C:8]2[C:3]=1[CH:4]=[CH:5][C:6](Cl)=[N:7]2.[CH3:13][C:14]1[O:18][C:17]([CH2:19][NH2:20])=[CH:16][CH:15]=1.[NH2:21][C:22]1[CH:30]=[CH:29][CH:28]=[C:27]2[C:23]=1[CH:24]=[CH:25][NH:26]2>>[NH:26]1[C:27]2[C:23](=[C:22]([NH:21][C:2]3[C:3]4[CH:4]=[CH:5][C:6]([NH:20][CH2:19][C:17]5[O:18][C:14]([CH3:13])=[CH:15][CH:16]=5)=[N:7][C:8]=4[CH:9]=[CH:10][CH:11]=3)[CH:30]=[CH:29][CH:28]=2)[CH:24]=[CH:25]1. Procedure details: The title compound, MS: m/e=369.4 (M+H+), was prepared in accordance with the general method of example 1 from 5-iodo-2-chloroquinoline, 5-methyl-2-furanmethanamine and 4-aminoindole. The reactants are ClC=1C(=C(C=CC1)NC1=NC=NC2=CC(=C(C=C12)CN([C@@H](CCOC)C(=O)N)C)OC)F (N2-({4-[(3-chloro-2-fluorophenyl)amino]-7-methoxyquinazolin-6-yl}methyl)-N2,O-dimethyl-L-homoserinamide), C(C)(C)(C)OC(=O)N[C@@H](CCOC)C(=O)O (N-(tert-butoxycarbonyl)-O-methyl-L-homoserine), C(C)(C)(C)OC(=O)N[C@@H](COC)C(=O)O (N-(tert-butoxycarbonyl)-O-methyl-L-serine). The product is C(C)(C)(C)OC(=O)N([C@@H](CCOC)C(=O)O)C (N-(tert-butoxycarbonyl)-N,O-dimethyl-L-homoserine). Reaction SMILES: Cl[C:2]1C(F)=C(NC2C3C(=CC(OC)=C(CN(C)[C@H](C(N)=O)CCOC)C=3)N=CN=2)C=CC=1.[C:33]([O:37][C:38]([NH:40][C@H:41]([C:46]([OH:48])=[O:47])[CH2:42][CH2:43][O:44][CH3:45])=[O:39])([CH3:36])([CH3:35])[CH3:34].C(OC(N[C@H](C(O)=O)COC)=O)(C)(C)C>>[C:33]([O:37][C:38]([N:40]([CH3:2])[C@H:41]([C:46]([OH:48])=[O:47])[CH2:42][CH2:43][O:44][CH3:45])=[O:39])([CH3:36])([CH3:34])[CH3:35]. Procedure: The N2,O-dimethyl-L-homoserinamide used as starting material was prepared by methylating N-(tert-butoxycarbonyl)-O-methyl-L-homoserine using an analogous method to that described in Example 7 for the methylation of N-(tert-butoxycarbonyl)-O-methyl-L-serine, to give N-(tert-butoxycarbonyl)-N,O-dimethyl-L-homoserine; 1H NMR spectrum: (DMSO d6, 100° C.) 1.40 (s, 9H), 1.91 (m, 1H), 2.09 (m, 1H), 2.75 (s, 3H), 3.24 (s, 3H), 3.34 (m, 2H), 4.44 (m, 1H).